From a dataset of the Open Reaction Database (ORD), a public repository of structured organic reaction records. describe an organic reaction: reactants, conditions, products, and yield Yields the product CN(C)c1ccc([N+](=O)[O-])c(CC#N)n1. RXN SMILES: [CH3:18][N:19]([c:20]1[n:21][cH:22][c:23]([N+:26](=[O:27])[O-:28])[cH:24][cH:25]1)[CH3:29].[CH3:1][C:2]([CH3:3])([O-:4])[CH3:5].[CH3:30][N:31]([CH3:32])[CH:33]=[O:34].[Cl:7][c:8]1[cH:9][cH:10][c:11]([O:12][CH2:13][C:14]#[N:15])[cH:16][cH:17]1.[K+:6]>>[CH2:13]([C:14]#[N:15])[c:22]1[n:21][c:20]([N:19]([CH3:18])[CH3:29])[cH:25][cH:24][c:23]1[N+:26](=[O:27])[O-:28]. Starting materials: CN(C)c1ccc([N+](=O)[O-])cn1, CC(C)(C)[O-], CN(C)C=O, N#CCOc1ccc(Cl)cc1, [K+]. Product: CN1C(=O)C(F)(F)CN(C2CCCC2)c2nc(Cl)ncc21. Reactants: O=C([O-])[O-], CN(C)C=O, O=C1Nc2cnc(Cl)nc2N(C2CCCC2)CC1(F)F, [Cs+], [Cs+], CI. As a reaction SMILES: [C:21](=[O:22])([O-:23])[O-:24].[CH3:29][N:30]([CH3:31])[CH:32]=[O:33].[Cl:1][c:2]1[n:3][cH:4][c:5]2[c:6]([n:20]1)[N:7]([CH:15]1[CH2:16][CH2:17][CH2:18][CH2:19]1)[CH2:8][C:9]([F:13])([F:14])[C:10](=[O:12])[NH:11]2.[Cs+:25].[Cs+:26].[I:27][CH3:28]>>[Cl:1][c:2]1[n:3][cH:4][c:5]2[c:6]([n:20]1)[N:7]([CH:15]1[CH2:16][CH2:17][CH2:18][CH2:19]1)[CH2:8][C:9]([F:13])([F:14])[C:10](=[O:12])[N:11]2[CH3:21]. Reactants: CC(=O)c1cc2cnc(Nc3ccc(N4CCN(C(=O)OC(C)(C)C)CC4)cn3)nc2n(C2CCCC2)c1=O, CO, ClCCl, Cl. Yields the product Cl, CC(=O)c1cc2cnc(Nc3ccc(N4CCNCC4)cn3)nc2n(C2CCCC2)c1=O. RXN SMILES: [C:2]([O:3][C:4](=[O:5])[N:9]1[CH2:10][CH2:11][N:12]([c:15]2[cH:16][n:17][c:18]([NH:21][c:22]3[n:23][cH:24][c:25]4[c:26]([n:27]3)[n:28]([CH:36]3[CH2:37][CH2:38][CH2:39][CH2:40]3)[c:29](=[O:35])[c:30]([C:32]([CH3:33])=[O:34])[cH:31]4)[cH:19][cH:20]2)[CH2:13][CH2:14]1)([CH3:6])([CH3:7])[CH3:8].[CH3:41][OH:42].[Cl:43][CH2:44][Cl:45].[ClH:1]>>[ClH:1].[NH:9]1[CH2:10][CH2:11][N:12]([c:15]2[cH:16][n:17][c:18]([NH:21][c:22]3[n:23][cH:24][c:25]4[c:26]([n:27]3)[n:28]([CH:36]3[CH2:37][CH2:38][CH2:39][CH2:40]3)[c:29](=[O:35])[c:30]([C:32]([CH3:33])=[O:34])[cH:31]4)[cH:19][cH:20]2)[CH2:13][CH2:14]1. The reactants are FC=1C=C2C(=CN(C2=CC1)[C@H]([C@@H](COS(=O)(=O)C1=CC=C(C=C1)C)O)C1=CC=CC=C1)C ((2S,3S)-toluene-4 sulfonic acid 3-(5-fluoro-3-methyl-indol-1-yl)-2-hydroxy-3-phenyl-propyl ester), [OH-].[NH4+] (ammonium hydroxide). Solvent: CO (methanol). Reaction conditions: time 12 hour. The product is NCC(C(C1=CC=CC=C1)N1C=C(C2=CC(=CC=C12)F)C)O ((1SR,2RS)-3-amino-1-(5-fluoro-3-methyl-1H-indol-1-yl)-1-phenylpropan-2-ol). RXN SMILES: [F:1][C:2]1[CH:3]=[C:4]2[C:8](=[CH:9][CH:10]=1)[N:7]([C@@H:11]([C:26]1[CH:31]=[CH:30][CH:29]=[CH:28][CH:27]=1)[C@H:12]([OH:25])[CH2:13]OS(C1C=CC(C)=CC=1)(=O)=O)[CH:6]=[C:5]2[CH3:32].[OH-].[NH4+:34]>CO>[NH2:34][CH2:13][CH:12]([OH:25])[CH:11]([N:7]1[C:8]2[C:4](=[CH:3][C:2]([F:1])=[CH:10][CH:9]=2)[C:5]([CH3:32])=[CH:6]1)[C:26]1[CH:31]=[CH:30][CH:29]=[CH:28][CH:27]=1 |f:1.2|. Procedure details: To a solution of (2S,3S)-toluene-4 sulfonic acid 3-(5-fluoro-3-methyl-indol-1-yl)-2-hydroxy-3-phenyl-propyl ester (Intermediate in EXAMPLE 117, step 6, 0.15 g, 0.33 mmol) in methanol (10 mL) was added concentrated ammonium hydroxide (20 mL), and the reaction was stirred for 12 hours. Upon completion, the reaction was partitioned between water (25 mL) and ethyl acetate (25 mL). The organic layer was separated, dried over anhydrous sodium sulfate, filtered, and concentrated in vacuo. The crude pro... The reactants are C(C)(C)(C)NC(=O)C1CCNCC1 (piperidine-4-carboxylic acid tert-butylamide), C(C)OC(=O)C1CCN(CC1)CC1=CC(=CC=C1)NC(=O)OC(C)(C)C (1-(3-tert-Butoxycarbonylamino-benzyl)-piperidine-4-carboxylic acid ethyl ester), 1.001d, C(C)(C)(C)OC(NC1=CC(=CC=C1)C=O)=O ((3-formyl-phenyl)-carbamic acid tert-butyl ester). The product is C(C)(C)(C)NC(=O)C1CCN(CC1)CC1=CC(=CC=C1)N (1-(3-amino-benzyl)-piperidine-4-carboxylic acid tert-butylamide). Reaction SMILES: C(O[C:4]([CH:6]1[CH2:11][CH2:10][N:9]([CH2:12][C:13]2[CH:18]=[CH:17][CH:16]=[C:15]([NH:19]C(OC(C)(C)C)=O)[CH:14]=2)[CH2:8][CH2:7]1)=[O:5])C.C(OC(=O)NC1C=CC=C(C=O)C=1)(C)(C)C.[C:43]([NH:47]C(C1CCNCC1)=O)([CH3:46])([CH3:45])[CH3:44]>>[C:43]([NH:47][C:4]([CH:6]1[CH2:7][CH2:8][N:9]([CH2:12][C:13]2[CH:18]=[CH:17][CH:16]=[C:15]([NH2:19])[CH:14]=2)[CH2:10][CH2:11]1)=[O:5])([CH3:46])([CH3:45])[CH3:44]. Procedure details: The title compound is prepared according to the reaction 1.001a and 1.001d described above using (3-formyl-phenyl)-carbamic acid tert-butyl ester and piperidine-4-carboxylic acid tert-butylamide: LC-MS A: tR=0.44 min; [M+H]+=289.92. The reactants are CCCC[N+](CCCC)(CCCC)CCCC, C1CCOC1, CCCC1CCC(C2CCC(=O)CC2)CC1, C#C[Si](C)(C)C, [F-], O, O, O. Yields the product C#CC1(O)CCC(C2CCC(CCC)CC2)CC1. As a reaction SMILES: [CH2:27]([N+:28]([CH2:29][CH2:30][CH2:31][CH3:32])([CH2:33][CH2:34][CH2:35][CH3:36])[CH2:37][CH2:38][CH2:39][CH3:40])[CH2:41][CH2:42][CH3:43].[CH2:44]1[O:45][CH2:46][CH2:47][CH2:48]1.[CH2:7]([CH2:8][CH3:9])[CH:10]1[CH2:11][CH2:12][CH:13]([CH:16]2[CH2:17][CH2:18][C:19](=[O:22])[CH2:20][CH2:21]2)[CH2:14][CH2:15]1.[CH3:1][Si:2]([CH3:3])([CH3:4])[C:5]#[CH:6].[F-:26].[OH2:23].[OH2:24].[OH2:25]>>[C:5](#[CH:6])[C:19]1([OH:22])[CH2:18][CH2:17][CH:16]([CH:13]2[CH2:12][CH2:11][CH:10]([CH2:7][CH2:8][CH3:9])[CH2:15][CH2:14]2)[CH2:21][CH2:20]1. Starting materials: O.[OH-].[Li+] (lithium hydroxide monohydrate), O (water), C1(=CC=C(C=C1)C(C)=NOCCOC1=CC=C(C=C1)CC(C(=O)OCC)NC1=CC=CC=C1)C1=CC=CC=C1 (Ethyl 3-[4-[2-[[1-(4-biphenylyl)ethylidene]aminoxy]ethoxy]phenyl]-2-(phenylamino)propionate). Solvent: O1CCOCC1 (dioxane). Reaction conditions: temperature 60 celsius, time 1 hour. The product is C1(=CC=C(C=C1)C(C)=NOCCOC1=CC=C(C=C1)CC(C(=O)O)NC1=CC=CC=C1)C1=CC=CC=C1 (3-[4-[2-[[1-(4-Biphenylyl)ethylidene]aminoxy]ethoxy]phenyl]-2-(phenylamino)propionic acid). The yield is 85.8%. RXN SMILES: O.[OH-].[Li+].O.[C:5]1([C:38]2[CH:43]=[CH:42][CH:41]=[CH:40][CH:39]=2)[CH:10]=[CH:9][C:8]([C:11](=[N:13][O:14][CH2:15][CH2:16][O:17][C:18]2[CH:23]=[CH:22][C:21]([CH2:24][CH:25]([NH:31][C:32]3[CH:37]=[CH:36][CH:35]=[CH:34][CH:33]=3)[C:26]([O:28]CC)=[O:27])=[CH:20][CH:19]=2)[CH3:12])=[CH:7][CH:6]=1>O1CCOCC1>[C:5]1([C:38]2[CH:43]=[CH:42][CH:41]=[CH:40][CH:39]=2)[CH:6]=[CH:7][C:8]([C:11](=[N:13][O:14][CH2:15][CH2:16][O:17][C:18]2[CH:23]=[CH:22][C:21]([CH2:24][CH:25]([NH:31][C:32]3[CH:33]=[CH:34][CH:35]=[CH:36][CH:37]=3)[C:26]([OH:28])=[O:27])=[CH:20][CH:19]=2)[CH3:12])=[CH:9][CH:10]=1 |f:0.1.2|. Procedure: A solution of 72 mg of lithium hydroxide monohydrate and 3 ml of water was added to a solution of 282 mg of ethyl 3-[4-[2-[[1-(4-biphenylyl)ethylidene]aminoxy]ethoxy]phenyl]-2-(phenylamino)propionate obtained in Example 9 in 3 ml of dioxane. The mixture was stirred at 60° C. for one hour. After the reaction, the reaction mixture was concentrated and diluted with water. Then, 1.71 ml of 1N hydrochloric acid was added to the resulting mixture, and the product thus obtained was extracted with a lar... The reactants are FC(OC1=CC=C(C=C1)C(=O)C1CC1)(F)F (cyclopropyl 4-trifluoromethoxyphenyl ketone), ice, C(=C)[Mg]Br (vinylmagnesium bromide), C(C)OCC (diethyl ether). Solvent: O1CCCC1 (tetrahydrofuran), ice, O1CCCC1 (tetrahydrofuran). Conditions: time 1 hour. The product is C1(CC1)C(C=C)(O)C1=CC=C(C=C1)OC(F)(F)F (1-cyclopropyl-1-(4-trifluoromethoxyphenyl)-2-propen-1-ol). The yield is 100.7%. As a reaction SMILES: [CH:1]([Mg]Br)=[CH2:2].[F:5][C:6]([F:20])([F:19])[O:7][C:8]1[CH:13]=[CH:12][C:11]([C:14]([CH:16]2[CH2:18][CH2:17]2)=[O:15])=[CH:10][CH:9]=1.C(OCC)C>O1CCCC1>[CH:16]1([C:14]([C:11]2[CH:10]=[CH:9][C:8]([O:7][C:6]([F:19])([F:20])[F:5])=[CH:13][CH:12]=2)([OH:15])[CH:1]=[CH2:2])[CH2:18][CH2:17]1. Procedure details: Under a nitrogen atmosphere a stirred solution of 550 ml (0.55 mole) of 1M vinylmagnesium bromide in tetrahydrofuran was cooled to 10°-15° C., and a solution of 115.0 grams (0.5 mole) of cyclopropyl 4-trifluoromethoxyphenyl ketone in 100 ml of tetrahydrofuran was added dropwise during a 30 minute period. Upon completion of addition the reaction mixture temperature was maintained at less than 20° C. where it was stirred for one hour. The reaction mixture was poured into a mixture of 2000 ml of pH... Starting materials: CN1CCC(=CC1)C(C)=O (1-(1,2,3,6-tetrahydro-1-methyl-4pyridinyl)ethanone), O-methyloxime, ClC(C)OC(=O)Cl (1-chloroethylchloroformate). The solvent is ClCCl (dichloromethane). Reaction conditions: time 18 hour. Product: N1CCC(=CC1)C(C)=O (1-(1,2,3,6-tetrahydro-4-pyridinyl)ethanone). As a reaction SMILES: C[N:2]1[CH2:7][CH:6]=[C:5]([C:8](=[O:10])[CH3:9])[CH2:4][CH2:3]1.ClC(OC(Cl)=O)C>ClCCl>[NH:2]1[CH2:3][CH:4]=[C:5]([C:8](=[O:10])[CH3:9])[CH2:6][CH2:7]1. Procedure details: A solution of 1-(1,2,3,6-tetrahydro-1-methyl-4pyridinyl)ethanone, O-methyloxime (3 g, 17.8 mmol) in 20 ml dry dichloromethane was cooled to 0° C., treated dropwise with 1-chloroethylchloroformate (2.55 g, 17.8 mmol), and stirred 18 hours at room temperature. The reaction mixture was then concentrated in vacuo to an oil which was heated under reflux one hour in 50 ml of methanol. The methanol was distilled off and the residue was chromatographed over silica gel eluting with 5% methanol in ethyl a...